From a dataset of the Open Reaction Database (ORD), a public repository of structured organic reaction records. describe an organic reaction: reactants, conditions, products, and yield The reactants are CC(C)COC(=O)NC1CCN(c2nc(Br)ns2)CC1, CC1(C)OB(c2ccccc2O)OC1(C)C, CC#N, [K+], [K+], O=C([O-])[O-], O. Yields the product CC(C)COC(=O)NC1CCN(c2nc(-c3ccccc3O)ns2)CC1. RXN SMILES: [Br:1][c:2]1[n:3][s:4][c:5]([N:7]2[CH2:8][CH2:9][CH:10]([NH:13][C:14]([O:15][CH2:16][CH:17]([CH3:18])[CH3:19])=[O:20])[CH2:11][CH2:12]2)[n:6]1.[CH3:21][C:22]1([CH3:23])[C:24]([CH3:25])([CH3:26])[O:27][B:28]([c:29]2[c:30]([OH:35])[cH:31][cH:32][cH:33][cH:34]2)[O:36]1.[CH3:43][C:44]#[N:45].[K+:37].[K+:38].[O-:39][C:40]([O-:41])=[O:42].[OH2:46]>>[c:2]1(-[c:29]2[c:30]([OH:35])[cH:31][cH:32][cH:33][cH:34]2)[n:3][s:4][c:5]([N:7]2[CH2:8][CH2:9][CH:10]([NH:13][C:14]([O:15][CH2:16][CH:17]([CH3:18])[CH3:19])=[O:20])[CH2:11][CH2:12]2)[n:6]1.